Dataset: the Open Reaction Database (ORD), a public repository of structured organic reaction records. Task: describe an organic reaction: reactants, conditions, products, and yield The reactants are solution, Cl (hydrochloric acid), O1CCOCC1 (dioxane), CN1CCN(CC1)C1=CC=C(C(=O)NC=2C3=C(N(N2)C(=O)OCC)CN(C3)C(=O)OC(C)(C)C)C=C1 (5-tert-butyl 1-ethyl 3-{[4-(4-methylpiperazin-1-yl)benzoyl]amino}-4,6-dihydropyrrolo[3,4-c]pyrazole-1,5-dicarboxylate). Solvent: C(Cl)Cl (DCM). Reaction conditions: time 24 hour. Product: Cl.Cl.Cl.CN1CCN(CC1)C1=CC=C(C(=O)NC=2C3=C(N(N2)C(=O)OCC)CNC3)C=C1 (ethyl 3-{[4-(4-methylpiperazin-1-yl)benzoyl]amino}-5,6-dihydropyrrolo[3,4-c]pyrazole-1(4H)-carboxylate trihydrochloride). As a reaction SMILES: [ClH:1].O1CCOCC1.[CH3:8][N:9]1[CH2:14][CH2:13][N:12]([C:15]2[CH:43]=[CH:42][C:18]([C:19]([NH:21][C:22]3[C:23]4[CH2:34][N:33](C(OC(C)(C)C)=O)[CH2:32][C:24]=4[N:25]([C:27]([O:29][CH2:30][CH3:31])=[O:28])[N:26]=3)=[O:20])=[CH:17][CH:16]=2)[CH2:11][CH2:10]1>C(Cl)Cl>[ClH:1].[ClH:1].[ClH:1].[CH3:8][N:9]1[CH2:10][CH2:11][N:12]([C:15]2[CH:43]=[CH:42][C:18]([C:19]([NH:21][C:22]3[C:23]4[CH2:34][NH:33][CH2:32][C:24]=4[N:25]([C:27]([O:29][CH2:30][CH3:31])=[O:28])[N:26]=3)=[O:20])=[CH:17][CH:16]=2)[CH2:13][CH2:14]1 |f:4.5.6.7|. Reported procedure: A 4N solution of hydrochloric acid in dioxane (122 ml, 488 mmol) was added dropwise to a stirred solution of 5-tert-butyl 1-ethyl 3-{[4-(4-methylpiperazin-1-yl)benzoyl]amino}-4,6-dihydropyrrolo[3,4-c]pyrazole-1,5-dicarboxylate (19.5 g, 39.2 mmol), as prepared in Example 2, in dry DCM (240 ml); precipitation of a white solid occurred almost immediately. The resulting mixture was stirred at room temperature for 24 hours; after dilution with Et2O (100 ml), the solid was filtered, extensively washed... Starting materials: CC(C)(C)[Si](C)(C)Cl, O=C(CCCC(O)c1ccc(F)cc1)N1C(=O)OCC1c1ccccc1, CN(C)C=O, c1c[nH]cn1. The product is CC(C)(C)[Si](C)(C)OC(CCCC(=O)N1C(=O)OCC1c1ccccc1)c1ccc(F)cc1. Reaction SMILES: [C:32]([CH3:33])([CH3:34])([CH3:35])[Si:36]([CH3:37])([CH3:38])[Cl:39].[F:1][c:2]1[cH:3][cH:4][c:5]([CH:8]([CH2:9][CH2:10][CH2:11][C:12](=[O:13])[N:14]2[C:15](=[O:25])[O:16][CH2:17][CH:18]2[c:19]2[cH:20][cH:21][cH:22][cH:23][cH:24]2)[OH:26])[cH:6][cH:7]1.[O:40]=[CH:41][N:42]([CH3:43])[CH3:44].[nH:27]1[cH:28][cH:29][n:30][cH:31]1>>[F:1][c:2]1[cH:3][cH:4][c:5]([CH:8]([CH2:9][CH2:10][CH2:11][C:12](=[O:13])[N:14]2[C:15](=[O:25])[O:16][CH2:17][CH:18]2[c:19]2[cH:20][cH:21][cH:22][cH:23][cH:24]2)[O:26][Si:36]([C:32]([CH3:33])([CH3:34])[CH3:35])([CH3:37])[CH3:38])[cH:6][cH:7]1. Reactants: ClC(C(=O)OC(C)(C)C)Cl (tert.-butyl dichloroacetate), [N+](=O)([O-])C1=CC=C(C=O)C=C1 (4-nitrobenzaldehyde), O (water), molar solution, potassium tert.-butylate. The solvent is O1CCCC1 (tetrahydrofuran), O1CCCC1 (tetrahydrofuran), O1CCCC1 (tetrahydrofuran). Yields the product ClC1(OC1C1=CC=C(C=C1)[N+](=O)[O-])C(=O)OC(C)(C)C (1,1-dimethylethyl 2-chloro-3-(4-nitrophenyl)oxirane carboxylate). The yield is 71.6%. Reaction SMILES: Cl[CH:2]([Cl:10])[C:3]([O:5][C:6]([CH3:9])([CH3:8])[CH3:7])=[O:4].[N+:11]([C:14]1[CH:21]=[CH:20][C:17]([CH:18]=[O:19])=[CH:16][CH:15]=1)([O-:13])=[O:12].O>O1CCCC1>[Cl:10][C:2]1([C:3]([O:5][C:6]([CH3:7])([CH3:8])[CH3:9])=[O:4])[CH:18]([C:17]2[CH:16]=[CH:15][C:14]([N+:11]([O-:13])=[O:12])=[CH:21][CH:20]=2)[O:19]1. Reported procedure: 5.55 g of tert.-butyl dichloroacetate in 30 ml of tetrahydrofuran and 4.99 g of 4-nitrobenzaldehyde in 30 ml of tetrahydrofuran were cooled to -20° C. and, over 20 minutes, 30 ml of a molar solution of potassium tert.-butylate in tetrahydrofuran were added dropwise at -20° C. The reaction mixture was stirred while the temperature was allowed to rise to 20° C., and it was then poured into 100 ml of water and ice, and was extracted with ether. The organic phase was washed with water saturated with... Starting materials: Cc1nc2ccccc2n1-c1nc(N2CCOCC2)c2nc(C=O)n(C)c2n1, NCCc1cnccn1. Yields the product Cc1nc2ccccc2n1-c1nc(N2CCOCC2)c2nc(CNCCc3cnccn3)n(C)c2n1. As a reaction SMILES: [CH3:1][n:2]1[c:3]2[n:4][c:5](-[n:19]3[c:20]([CH3:28])[n:21][c:22]4[c:23]3[cH:24][cH:25][cH:26][cH:27]4)[n:6][c:7]([N:13]3[CH2:14][CH2:15][O:16][CH2:17][CH2:18]3)[c:8]2[n:9][c:10]1[CH:11]=[O:12].[n:29]1[c:30]([CH2:35][CH2:36][NH2:37])[cH:31][n:32][cH:33][cH:34]1>>[CH3:1][n:2]1[c:3]2[n:4][c:5](-[n:19]3[c:20]([CH3:28])[n:21][c:22]4[c:23]3[cH:24][cH:25][cH:26][cH:27]4)[n:6][c:7]([N:13]3[CH2:14][CH2:15][O:16][CH2:17][CH2:18]3)[c:8]2[n:9][c:10]1[CH2:11][NH:37][CH2:36][CH2:35][c:30]1[n:29][cH:34][cH:33][n:32][cH:31]1. The reactants are BrC=1C(=CC2=C(OCCO2)C1)NC=C1C(OC(OC1=O)(C)C)=O (5-[(7-Bromo-2,3-dihydro-benzo[1,4]dioxin-6-ylamino)-methylene]-2,2-dimethyl-[1,3]dioxane-4,6-dione), C1=CC=C(C=C1)C2=CC=CC=C2.C1=CC=C(C=C1)OC2=CC=CC=C2 (Dowtherm A), C(C)(=O)OCC.CCCCCC (Ethyl acetate hexane). Run in CO (methanol). Reaction conditions: time 8 hour. The product is BrC=1C=C2C(=C3C(C=CNC13)=O)OCCO2 (6-Bromo-2,3-dihydro-7H-[1,4]dioxino[2,3-f]quinolin-10-one). The yield is 61.3%. As a reaction SMILES: [Br:1][C:2]1[C:3]([NH:12][CH:13]=[C:14]2[C:19](=[O:20])OC(C)(C)OC2=O)=[CH:4][C:5]2[O:10][CH2:9][CH2:8][O:7][C:6]=2[CH:11]=1.C1C=CC(C2C=CC=CC=2)=CC=1.C1C=CC(OC2C=CC=CC=2)=CC=1.C(OCC)(=O)C.CCCCCC>CO>[Br:1][C:2]1[CH:11]=[C:6]2[O:7][CH2:8][CH2:9][O:10][C:5]2=[C:4]2[C:3]=1[NH:12][CH:13]=[CH:14][C:19]2=[O:20] |f:1.2,3.4|. Reported procedure: 5-[(7-Bromo-2,3-dihydro-benzo[1,4]dioxin-6-ylamino)-methylene]-2,2-dimethyl-[1,3]dioxane-4,6-dione (22.9 g, 59.6 mmol) was added portionwise to refluxing Dowtherm A® (45 mL) over 3 minutes. After a further 3 minutes at reflux the mixture was cooled to room temperature. Ethyl acetate/hexane (10 mL/20 mL) was added and a black solid isolated by filtration. This residue was dissolved in hot methanol (400 mL) and filtered through Keiselguhr. Water (800 mL) was added and the mixture stored at 5° C. o... Starting materials: C(C)(C)(C)OC(=O)N[C@H](CN[C@@H]([C@@H](C)CC)C(=O)O)CSC(C1=CC=CC=C1)(C1=CC=CC=C1)C1=CC=CC=C1 (N-[2(R)-(t-butoxycarbonyl)amino-3-triphenylmethylmercaptopropyl]-L-isoleucine), CN(CCCN=C=NCC)C (1-(3-dimethylaminopropyl )-3-ethylcarbodiimide), ON1N=NC2=C(C1=O)C=CC=C2 (3,4-dihydro-3-hydroxy-4-oxo-1,2,3-benzotriazine), C(CC1=CC=CC=C1)N (phenethylamine), C(C)(C)N(CC)C(C)C (diisopropylethylamine). Run in CCOC(=O)C.C(Cl)(Cl)Cl (EtOAc CHCl3). Reaction conditions: time 0.5 hour. Product: C(CC1=CC=CC=C1)NC([C@@H](NC[C@H](CSC(C1=CC=CC=C1)(C1=CC=CC=C1)C1=CC=CC=C1)NC(=O)OC(C)(C)C)[C@@H](C)CC)=O (N-[2(R)-(t-butoxycarbonyl)amino-3-triphenylmethylmercaptopropyl ]-L-isoleucine-phenethylamide). The yield is 67.6%. RXN SMILES: [C:1]([O:5][C:6]([NH:8][C@@H:9]([CH2:20][S:21][C:22]([C:35]1[CH:40]=[CH:39][CH:38]=[CH:37][CH:36]=1)([C:29]1[CH:34]=[CH:33][CH:32]=[CH:31][CH:30]=1)[C:23]1[CH:28]=[CH:27][CH:26]=[CH:25][CH:24]=1)[CH2:10][NH:11][C@H:12]([C:17]([OH:19])=O)[C@H:13]([CH2:15][CH3:16])[CH3:14])=[O:7])([CH3:4])([CH3:3])[CH3:2].CN(C)CCCN=C=NCC.ON1C(=O)C2C=CC=CC=2N=N1.[CH2:64]([NH2:72])[CH2:65][C:66]1[CH:71]=[CH:70][CH:69]=[CH:68][CH:67]=1.C(N(C(C)C)CC)(C)C>CCOC(C)=O.C(Cl)(Cl)Cl>[CH2:64]([NH:72][C:17](=[O:19])[C@H:12]([C@H:13]([CH2:15][CH3:16])[CH3:14])[NH:11][CH2:10][C@@H:9]([NH:8][C:6]([O:5][C:1]([CH3:3])([CH3:2])[CH3:4])=[O:7])[CH2:20][S:21][C:22]([C:23]1[CH:24]=[CH:25][CH:26]=[CH:27][CH:28]=1)([C:29]1[CH:34]=[CH:33][CH:32]=[CH:31][CH:30]=1)[C:35]1[CH:36]=[CH:37][CH:38]=[CH:39][CH:40]=1)[CH2:65][C:66]1[CH:71]=[CH:70][CH:69]=[CH:68][CH:67]=1 |f:5.6|. Procedure: The product of Step C (0.108 g, 0.2 mmol), 1-(3-dimethylaminopropyl )-3-ethylcarbodiimide (EDC) (0.042 g, 0.22 mmol), and 3,4-dihydro-3-hydroxy-4-oxo-1,2,3-benzotriazine (HOOBT) (0.036g, 0.22 mmol) were dissolved in 4 mL of 1:1 EtOAc/CHCl3 and stirred at ambient temperature for 0.5 hr. To this yellow solution was added phenethylamine (0.028 mL, 0.22 mmol) and diisopropylethylamine (0.038 mL, 0.22 mmol) and stirring was continued for 48 h. The solution was concentrated and the residue was partiti... The reactants are C(N)(=O)C=1OC2=C(C1)C=CC=C2OCC(CCl)O (2-carbamoyl-7-(3-chloro-2-hydroxypropoxy)benzofuran), COC1=C(C=CC=C1)N1CCNCC1 (1-(2-methoxyphenyl)piperazine), [OH-].[Na+] (NaOH). Run in O1CCOCC1 (dioxane), C(C)O (ethanol). Product: C(N)(=O)C=1OC2=C(C1)C=CC=C2OCC(CN2CCN(CC2)C2=C(C=CC=C2)OC)O (2-carbamoyl-7-{2-hydroxy-3-[4-(2-methoxyphenyl)piperazinyl]propoxy}benzofuran). Reaction SMILES: [C:1]([C:4]1[O:5][C:6]2[C:12]([O:13][CH2:14][CH:15]([OH:18])[CH2:16]Cl)=[CH:11][CH:10]=[CH:9][C:7]=2[CH:8]=1)(=[O:3])[NH2:2].[CH3:19][O:20][C:21]1[CH:26]=[CH:25][CH:24]=[CH:23][C:22]=1[N:27]1[CH2:32][CH2:31][NH:30][CH2:29][CH2:28]1.[OH-].[Na+]>O1CCOCC1.C(O)C>[C:1]([C:4]1[O:5][C:6]2[C:12]([O:13][CH2:14][CH:15]([OH:18])[CH2:16][N:30]3[CH2:29][CH2:28][N:27]([C:22]4[CH:23]=[CH:24][CH:25]=[CH:26][C:21]=4[O:20][CH3:19])[CH2:32][CH2:31]3)=[CH:11][CH:10]=[CH:9][C:7]=2[CH:8]=1)(=[O:3])[NH2:2] |f:2.3|. Procedure: There were dissolved 1.3 g (0.005 mole) of 2-carbamoyl-7-(3-chloro-2-hydroxypropoxy)benzofuran and 1.1 g (0.0055 mole) of 1-(2-methoxyphenyl)piperazine in a mixture solvent of 10 ml of dioxane and 10 ml of ethanol, and the resulting mixture was refluxed with heating for 7 hours. After completion of the reaction, 2N-NaOH solution was added to give the free base, which was extracted from chloroform. The extract was dried with magnesium sulfate. Then, the resultant residue obtained by distilling aw... Starting materials: C1(CCCCC1)N=C=NC1CCCCC1 (dicyclohexylcarbodiimide), CSCC(=O)O (S-methyl-thioglycolic acid), ON1C(CCC1=O)=O (N-hydroxysuccinimide), CSCCN (2-methylthio-ethylamine). As a reaction SMILES: [CH3:1][S:2][CH2:3][CH2:4][NH2:5].[CH3:6][S:7][CH2:8][C:9](O)=[O:10].ON1C(=O)CCC1=O.C1(N=C=NC2CCCCC2)CCCCC1>C(Cl)Cl>[CH3:1][S:2][CH2:3][CH2:4][NH:5][C:9](=[O:10])[CH2:8][S:7][CH3:6]. Reported procedure: 6 ml of 2-methylthio-ethylamine is dissolved in 250 ml of methylene chloride, mixed with 6.84 g of S-methyl-thioglycolic acid and with 7.42 g of N-hydroxysuccinimide and mixed drop by drop with 13.3 g of dicyclohexylcarbodiimide in 250 ml of methylene chloride under a cover-gas atmosphere. It is stirred, for 3 more hours at room temperature. The precipitate is filtered off, the filtrate is washed twice with semi-saturated sodium bicarbonate solution and once with water, dried with sodium sulfate... The solvent is C(Cl)Cl (methylene chloride), C(Cl)Cl (methylene chloride). Yields the product CSCCNC(CSC)=O (S-methyl-thioglycolic Acid-N-(2-methylthioethyl)-amide). Starting materials: CCOC(=O)c1cccc(N=C=O)c1, Nc1cccc(-c2c(C(=O)c3ccccc3)cnc3c(C(F)(F)F)cccc23)c1. Product: CCOC(=O)c1cccc(NC(=O)Nc2cccc(-c3c(C(=O)c4ccccc4)cnc4c(C(F)(F)F)cccc34)c2)c1. As a reaction SMILES: [N:30](=[C:31]=[O:32])[c:33]1[cH:34][c:35]([C:36](=[O:37])[O:38][CH2:39][CH3:40])[cH:41][cH:42][cH:43]1.[NH2:1][c:2]1[cH:3][c:4](-[c:8]2[c:9]([C:22](=[O:23])[c:24]3[cH:25][cH:26][cH:27][cH:28][cH:29]3)[cH:10][n:11][c:12]3[c:13]([C:18]([F:19])([F:20])[F:21])[cH:14][cH:15][cH:16][c:17]23)[cH:5][cH:6][cH:7]1>>[NH:1]([c:2]1[cH:3][c:4](-[c:8]2[c:9]([C:22](=[O:23])[c:24]3[cH:25][cH:26][cH:27][cH:28][cH:29]3)[cH:10][n:11][c:12]3[c:13]([C:18]([F:19])([F:20])[F:21])[cH:14][cH:15][cH:16][c:17]23)[cH:5][cH:6][cH:7]1)[C:31]([NH:30][c:33]1[cH:34][c:35]([C:36](=[O:37])[O:38][CH2:39][CH3:40])[cH:41][cH:42][cH:43]1)=[O:32]. Reported procedure: In like manner to the preparation of N4-(3,4-ethylenedioxyphenyl)-5-fluoro-N2-(3-hydroxyphenyl)-4-pyrimidinediamine, 3-aminophenol and (±)-N-(2-chloro-5-fluoropyrimidinyl)-1-(4-fluorophenyl)ethylamine were reacted to produce the desired (±)-5-fluoro-N4-[1-(4-fluorophenyl)ethyl]-N2-(3-hydroxyphenyl)-2,4-pyrimidinediamine. 1H NMR (CDCl3): δ 7.79 (d, 1H, J=3.3 Hz), 7.38–7.34 (dd, 2H, J=5.2 and 8.5 Hz), 7.14 (t, 1H, J=4.5 Hz), 7.09 (d, 1H, J=8.5 Hz), 7.03 (d, 1H, J=8.5 Hz), 6.84 (br s, 1H), 6.84–6.7... Yields the product FC=1C(=NC(=NC1)NC1=CC(=CC=C1)O)NC(C)C1=CC=C(C=C1)F ((±)-5-fluoro-N4-[1-(4-fluorophenyl)ethyl]-N2-(3-hydroxyphenyl)-2,4-pyrimidinediamine). Starting materials: NC=1C=C(C=CC1)O (3-aminophenol), ClC1=NC=C(C(=N1)NC(C)C1=CC=C(C=C1)F)F ((±)-N-(2-chloro-5-fluoropyrimidinyl)-1-(4-fluorophenyl)ethylamine). RXN SMILES: [NH2:1][C:2]1[CH:3]=[C:4]([OH:8])[CH:5]=[CH:6][CH:7]=1.Cl[C:10]1[N:15]=[C:14]([NH:16][CH:17]([C:19]2[CH:24]=[CH:23][C:22]([F:25])=[CH:21][CH:20]=2)[CH3:18])[C:13]([F:26])=[CH:12][N:11]=1>>[F:26][C:13]1[C:14]([NH:16][CH:17]([C:19]2[CH:24]=[CH:23][C:22]([F:25])=[CH:21][CH:20]=2)[CH3:18])=[N:15][C:10]([NH:1][C:2]2[CH:7]=[CH:6][CH:5]=[C:4]([OH:8])[CH:3]=2)=[N:11][CH:12]=1.